From a dataset of the Open Reaction Database (ORD), a public repository of structured organic reaction records. describe an organic reaction: reactants, conditions, products, and yield Starting materials: C1CCOC1 (THF), ice, CN1CC2=C(N(C=3C=CC=CC23)C2=CC=CC=C2)CC1 (2,3,4,5-tetrahydro-2-methyl-5-phenyl-1H-pyrido[4,3-b]indole), C1CCOC1 (THF), [OH-].[Na+] (NaOH), Cl (HCl). Run in C(C)O (ethanol), C(C)OCC (diethyl ether). As a reaction SMILES: C1COCC1.[CH3:6][N:7]1[CH2:25][CH2:24][C:10]2[N:11]([C:18]3[CH:23]=[CH:22][CH:21]=[CH:20][CH:19]=3)[C:12]3[CH:13]=[CH:14][CH:15]=[CH:16][C:17]=3[C:9]=2[CH2:8]1.[OH-].[Na+].[ClH:28]>C(OCC)C.C(O)C>[ClH:28].[CH3:6][N:7]1[CH2:25][CH2:24][C@H:10]2[N:11]([C:18]3[CH:23]=[CH:22][CH:21]=[CH:20][CH:19]=3)[C:12]3[CH:13]=[CH:14][CH:15]=[CH:16][C:17]=3[C@@H:9]2[CH2:8]1 |f:2.3,7.8|. Conditions: temperature 50 celsius, time 30 minute. Product: Cl.CN1C[C@@H]2[C@H](N(C=3C=CC=CC23)C2=CC=CC=C2)CC1 ((±)-trans-2,3,4,4a,5,9b-hexahydro-2-methyl-5-phenyl-1H-pyrido[4,3-b]indole hydrochloride). Procedure details: To a solution of 180 ml 1 molar BH3 in THF (0.18 mole BH3) which was cooled in an ice bath, was added a solution of 7.9 grams 2,3,4,5-tetrahydro-2-methyl-5-phenyl-1H-pyrido[4,3-b]indole (0.03 mole) in 200 ml freshly chromatographed THF, dropwise with stirring over 30 minutes in a nitrogen atmosphere. The ice bath was then replaced with a heating mantle and the mixture was refluxed for 19 hours in the nitrogen atmosphere. The mixture was cooled and evaporated under vacuum to a clear gel. The gel ...